This data is from the Open Reaction Database (ORD), a public repository of structured organic reaction records. The task is: describe an organic reaction: reactants, conditions, products, and yield The reactants are NC=1NC(C(=C(N1)C1=CC=CC=C1)C#N)=S (2-amino-4-phenyl-6-thioxo-1,6-dihydro-pyrimidine-5-carbonitrile), M—MeSCH═CH2, ClCCSC (2-chloroethyl methylsulfide), CC[O-].[Na+] (sodium ethylate). The solvent is C(C)O (ethanol). Yields the product NC1=NC(=C(C(=N1)SCCSC)C#N)C1=CC=CC=C1 (2-Amino-4-(2-methylsulfanyl-ethylsulfanyl)-6-phenyl-pyrimidine-5-carbonitrile). RXN SMILES: [NH2:1][C:2]1[NH:3][C:4](=[S:16])[C:5]([C:14]#[N:15])=[C:6]([C:8]2[CH:13]=[CH:12][CH:11]=[CH:10][CH:9]=2)[N:7]=1.Cl[CH2:18][CH2:19][S:20][CH3:21].CC[O-].[Na+]>C(O)C>[NH2:1][C:2]1[N:3]=[C:4]([S:16][CH2:18][CH2:19][S:20][CH3:21])[C:5]([C:14]#[N:15])=[C:6]([C:8]2[CH:13]=[CH:12][CH:11]=[CH:10][CH:9]=2)[N:7]=1 |f:2.3|. Procedure: From 2-amino-4-phenyl-6-thioxo-1,6-dihydro-pyrimidine-5-carbonitrile, 2-chloroethyl methylsulfide and sodium ethylate in ethanol. EI-MS m/e (%): 302 (M+, 2), 228 ([M—MeSCH═CH2]+, 100). Reactants: ClC1=C(C=C(C=C1)C(F)(F)F)[N+](=O)[O-] (4-chloro-3-nitrotrifluoromethylbenzene), C1(=CC=CC=C1)C=1N=C(NC1C1=CC=CC=C1)S (4,5-diphenyl-2-mercaptoimidazole), [H-].[Na+] (sodium hydride). Run in CN(C=O)C (dimethylformamide), CN(C=O)C (dimethylformamide). Product: C1(=CC=CC=C1)C=1N=C(NC1C1=CC=CC=C1)SC1=C(C=C(C=C1)C(F)(F)F)[N+](=O)[O-] (4,5-diphenyl-2-(2-nitro-4-trifluoromethylphenylthio)imidazole). The yield is 85.5%. As a reaction SMILES: Cl[C:2]1[CH:7]=[CH:6][C:5]([C:8]([F:11])([F:10])[F:9])=[CH:4][C:3]=1[N+:12]([O-:14])=[O:13].[C:15]1([C:21]2[N:22]=[C:23]([SH:32])[NH:24][C:25]=2[C:26]2[CH:31]=[CH:30][CH:29]=[CH:28][CH:27]=2)[CH:20]=[CH:19][CH:18]=[CH:17][CH:16]=1.[H-].[Na+]>CN(C)C=O>[C:15]1([C:21]2[N:22]=[C:23]([S:32][C:2]3[CH:7]=[CH:6][C:5]([C:8]([F:11])([F:10])[F:9])=[CH:4][C:3]=3[N+:12]([O-:14])=[O:13])[NH:24][C:25]=2[C:26]2[CH:27]=[CH:28][CH:29]=[CH:30][CH:31]=2)[CH:16]=[CH:17][CH:18]=[CH:19][CH:20]=1 |f:2.3|. Reported procedure: Under stirring and a layer of argon, a solution of 7.45 g of 4-chloro-3-nitrotrifluoromethylbenzene in 40 ml of dimethylformamide is added dropwise to a solution of 7.94 g of 4,5-diphenyl-2-mercaptoimidazole and 0.45 g of sodium hydride (80% strength in white oil) in 150 ml of dimethylformamide. The mixture is agitated for 20 minutes, concentrated under vacuum, and the residue distributed between water and ethyl acetate. The organic solution is dried over sodium sulfate and concentrated to dryne...